From a dataset of the Open Reaction Database (ORD), a public repository of structured organic reaction records. describe an organic reaction: reactants, conditions, products, and yield Reaction SMILES: [CH2:29]([N+:30]([CH2:31][CH2:32][CH2:33][CH3:34])([CH2:35][CH2:36][CH2:37][CH3:38])[CH2:39][CH2:40][CH2:41][CH3:42])[CH2:43][CH2:44][CH3:45].[CH2:46]([Cl:47])[Cl:48].[F:3][C:4]([O:5][c:6]1[cH:7][c:8]([CH:9]=[O:10])[cH:11][cH:12][cH:13]1)([F:14])[F:15].[I-:28].[Na+:2].[O:16]=[C:17]([CH2:18][P:19](=[O:20])([O:21][CH2:22][CH3:23])[O:24][CH2:25][CH3:26])[CH3:27].[OH-:1]>>[F:3][C:4]([O:5][c:6]1[cH:7][c:8]([CH:9]=[CH:18][C:17](=[O:16])[CH3:27])[cH:11][cH:12][cH:13]1)([F:14])[F:15]. The reactants are CCCC[N+](CCCC)(CCCC)CCCC, ClCCl, O=Cc1cccc(OC(F)(F)F)c1, [I-], [Na+], CCOP(=O)(CC(C)=O)OCC, [OH-]. Yields the product CC(=O)C=Cc1cccc(OC(F)(F)F)c1. The reactants are Cc1ccc2nc(-c3nc(Br)cnc3N)[nH]c2c1, O=C([O-])[O-], CN1CCCC1=O, CCOC(C)=O, [Cs+], [Cs+], [Cu], O=c1cc[nH]cc1. Yields the product Cc1ccc2nc(-c3nc(-n4ccc(=O)cc4)cnc3N)[nH]c2c1. Reaction SMILES: [Br:1][c:2]1[n:3][c:4](-[c:9]2[n:10][c:11]3[c:12]([nH:13]2)[cH:14][c:15]([CH3:18])[cH:16][cH:17]3)[c:5]([NH2:8])[n:6][cH:7]1.[C:26](=[O:27])([O-:28])[O-:29].[CH3:32][N:33]1[CH2:34][CH2:35][CH2:36][C:37]1=[O:38].[CH3:39][CH2:40][O:41][C:42]([CH3:43])=[O:44].[Cs+:30].[Cs+:31].[Cu:45].[nH:19]1[cH:20][cH:21][c:22](=[O:25])[cH:23][cH:24]1>>[c:2]1(-[n:19]2[cH:20][cH:21][c:22](=[O:25])[cH:23][cH:24]2)[n:3][c:4](-[c:9]2[n:10][c:11]3[c:12]([nH:13]2)[cH:14][c:15]([CH3:18])[cH:16][cH:17]3)[c:5]([NH2:8])[n:6][cH:7]1. Reactants: BrC=1C=C2C=NN=C(C2=CC1)Cl (6-bromo-1-chlorophthalazine), C1(CC1)NC(C1=CC(=C(C=C1)C)B1OC(C(O1)(C)C)(C)C)=O (N-cyclopropyl-4-methyl-3-(4,4,5,5-tetramethyl-1,3,2-dioxaborolan-2-yl)benzamide), C([O-])([O-])=O.[K+].[K+] (potassium carbonate). Reagents/catalysts: ClCCl.[Pd+2].[Cl-].[Cl-].ClC1=C([C-](C=C1)P(C1=CC=CC=C1)C1=CC=CC=C1)Cl.[C-]1(C=CC=C1)P(C1=CC=CC=C1)C1=CC=CC=C1.[Fe+2] (dichloro[1,1′-bis(diphenylphosphino)ferrocene]dichloride palladium(II) dichloromethane). Solvent: C1(=CC=CC=C1)C (toluene). Conditions: temperature 90 celsius, time 15 hour. Yields the product ClC1=NN=CC2=CC(=CC=C12)C=1C=C(C(=O)NC2CC2)C=CC1C (3-(1-chlorophthalazin-6-yl)-N-cyclopropyl-4-methylbenzamide). RXN SMILES: Br[C:2]1[CH:3]=[C:4]2[C:9](=[CH:10][CH:11]=1)[C:8]([Cl:12])=[N:7][N:6]=[CH:5]2.[CH:13]1([NH:16][C:17](=[O:34])[C:18]2[CH:23]=[CH:22][C:21]([CH3:24])=[C:20](B3OC(C)(C)C(C)(C)O3)[CH:19]=2)[CH2:15][CH2:14]1.C(=O)([O-])[O-].[K+].[K+]>C1(C)C=CC=CC=1.ClCCl.[Pd+2].[Cl-].[Cl-].ClC1C=C[C-](P(C2C=CC=CC=2)C2C=CC=CC=2)C=1Cl.[C-]1(P(C2C=CC=CC=2)C2C=CC=CC=2)C=CC=C1.[Fe+2]>[Cl:12][C:8]1[C:9]2[C:4](=[CH:3][C:2]([C:20]3[CH:19]=[C:18]([CH:23]=[CH:22][C:21]=3[CH3:24])[C:17]([NH:16][CH:13]3[CH2:14][CH2:15]3)=[O:34])=[CH:11][CH:10]=2)[CH:5]=[N:6][N:7]=1 |f:2.3.4,6.7.8.9.10.11.12|. Reported procedure: A mixture of 6-bromo-1-chlorophthalazine (0.11 g, 0.5 mmol), N-cyclopropyl-4-methyl-3-(4,4,5,5-tetramethyl-1,3,2-dioxaborolan-2-yl)benzamide (0.1 g, 0.5 mmol), and dichloro[1,1′-bis(diphenylphosphino)ferrocene]dichloride palladium(II) dichloromethane adduct (0.02 g, 0.02 mmol) in toluene (5 mL) was treated with 2 M aq. potassium carbonate (0.7 mL, 1 mmol). The mixture was stirred at 90° C. After about 15 hr, the mixture was cooled to RT and purified by flash chromatography (silica gel) eluting w... The reactants are C(C)(C)N1CC(C1)O (1-(iso-propyl)-3-azetidinol), C1=C(C=CC=C1O)C (m-cresol). The product is CC=1C=C(OCC(CNC(C)C)O)C=CC1 (1-(3'-methyl-phenoxy)-3-(iso-propylamino)-2-propanol). The yield is 81.0%. As a reaction SMILES: [CH:1]([N:4]1[CH2:7][CH:6]([OH:8])[CH2:5]1)([CH3:3])[CH3:2].[CH:9]1[C:14]([OH:15])=[CH:13][CH:12]=[CH:11][C:10]=1[CH3:16]>>[CH3:16][C:10]1[CH:9]=[C:14]([CH:13]=[CH:12][CH:11]=1)[O:15][CH2:5][CH:6]([OH:8])[CH2:7][NH:4][CH:1]([CH3:2])[CH3:3]. Reported procedure: 1-(iso-propyl)-3-azetidinol and m-cresol were reacted in the same manner as in Example 7 to yield 1-(3'-methyl-phenoxy)-3-(iso-propylamino)-2-propanol melting at 80°-82° C. The yield was 81%.